Dataset: the Open Reaction Database (ORD), a public repository of structured organic reaction records. Task: describe an organic reaction: reactants, conditions, products, and yield Reactants: C(C1=CC=CC=C1)OC(C(CC1=CC=C(C=C1)OC1=CC=C(C=C1)C(NOCC1=CC=CC=C1)=O)NC(=O)OC(C)(C)C)=O (3-[4-(4-benzyloxycarbamoylphenoxy)-phenyl]-2-tert-butoxycarbonylamino-propionic acid benzyl ester), [H][H] (hydrogen). The yield is 71.6%. Yields the product C(C)(C)(C)OC(=O)NC(C(=O)O)CC1=CC=C(C=C1)OC1=CC=C(C=C1)C(NO)=O (2-tert-butoxycarbonylamino-3-[4-(4-hydroxycarbamoyl-phenoxy)-phenyl]-propionic acid). Reported procedure: Palladium on carbon (5%, 0.3 g) was added to a degassed solution of the benzyl hydroxamate 7 (0.4 g) in MeOH (25 mL) and the suspension was treated with hydrogen at atmospheric pressure for 4 h. The suspension was filtered over a Celite® bed and concentrated to yield the desired hydroxamate 8 (0.2 g, 72%). 1H NMR (DMSO-d6): 11.20 (s, 1H), 9.02 (br, 1H), 7.75 (d, J=8.8 Hz, 2H), 7.30 (d, J=8.8 Hz, 2H), 7.11 (d, J=8.8 Hz, 1H), 6.99 (d, J=8.8 Hz, 2H), 6.96 (d, J=8.8 Hz, 2H), 4.10 (ddd, J=12.8 10.0, ... As a reaction SMILES: C([O:8][C:9](=[O:44])[CH:10]([NH:36][C:37]([O:39][C:40]([CH3:43])([CH3:42])[CH3:41])=[O:38])[CH2:11][C:12]1[CH:17]=[CH:16][C:15]([O:18][C:19]2[CH:24]=[CH:23][C:22]([C:25](=[O:35])[NH:26][O:27]CC3C=CC=CC=3)=[CH:21][CH:20]=2)=[CH:14][CH:13]=1)C1C=CC=CC=1.[H][H]>[Pd].CO>[C:40]([O:39][C:37]([NH:36][CH:10]([CH2:11][C:12]1[CH:17]=[CH:16][C:15]([O:18][C:19]2[CH:24]=[CH:23][C:22]([C:25](=[O:35])[NH:26][OH:27])=[CH:21][CH:20]=2)=[CH:14][CH:13]=1)[C:9]([OH:44])=[O:8])=[O:38])([CH3:43])([CH3:41])[CH3:42]. Run in CO (MeOH). The reagents and catalysts are [Pd] (Palladium on carbon).